Dataset: the Open Reaction Database (ORD), a public repository of structured organic reaction records. Task: describe an organic reaction: reactants, conditions, products, and yield Starting materials: C(C)(=O)OC(C1=C(C(=CC=C1)CC)F)=O (ethyl(2-fluorobenzoyl) acetate), C(C)(=O)[O-].[NH4+] (ammonium acetate), C(C)O (ethanol). The solvent is C(C)(=O)O (acetic acid). Run at temperature 10 celsius. Product: NC(=CC(=O)OCC)C1=C(C=CC=C1)F (ethyl 3-amino-3-(2-fluorophenyl)-2-propenoate). As a reaction SMILES: C(OC(=O)[C:6]1[CH:11]=[CH:10][CH:9]=[C:8]([CH2:12][CH3:13])[C:7]=1[F:14])(=O)C.[C:16]([O-:19])(=[O:18])C.[NH4+:20].[CH2:21](O)[CH3:22]>C(O)(=O)C>[NH2:20][C:12]([C:8]1[CH:9]=[CH:10][CH:11]=[CH:6][C:7]=1[F:14])=[CH:13][C:16]([O:19][CH2:21][CH3:22])=[O:18] |f:1.2|. Procedure details: 52.5 g of ethyl(2-fluorobenzoyl) acetate and 96.3 g of ammonium acetate were added to 250 ml of ethanol, followed by dropwise addition of 75.0 g of acetic acid to the solution with stirring at 10° C. The resulting solution was heated to room temperature and then stirred under reflux for 4 hours. After the reaction was completed, the solvent was distilled away under reduced pressure and the residue was dissolved in diethyl ether. This ether solution was washed with dilute hydrochloric acid, water... Reactants: C=CCC1(C(=O)OC(C)(C)C)CC(=O)N(C(C)c2ccccc2)C1, C=CCBr, C[Si](C)(C)[N-][Si](C)(C)C, [Cl-], [Li+], [NH4+], C1CCOC1, O. Yields the product C=CCC1C(=O)N(C(C)c2ccccc2)CC1(CC=C)C(=O)OC(C)(C)C. As a reaction SMILES: [C:5]([CH3:6])([CH3:7])([CH3:8])[O:9][C:10](=[O:11])[C:12]1([CH2:26][CH:27]=[CH2:28])[CH2:13][N:14]([CH:18]([CH3:19])[c:20]2[cH:21][cH:22][cH:23][cH:24][cH:25]2)[C:15](=[O:17])[CH2:16]1.[CH2:1]([CH:2]=[CH2:3])[Br:4].[CH3:29][Si:30]([CH3:31])([CH3:32])[N-:33][Si:34]([CH3:35])([CH3:36])[CH3:37].[Cl-:39].[Li+:38].[NH4+:40].[O:41]1[CH2:42][CH2:43][CH2:44][CH2:45]1.[OH2:46]>>[CH2:1]=[CH:2][CH2:3][CH:16]1[C:12]([C:10]([O:9][C:5]([CH3:6])([CH3:7])[CH3:8])=[O:11])([CH2:26][CH:27]=[CH2:28])[CH2:13][N:14]([CH:18]([CH3:19])[c:20]2[cH:21][cH:22][cH:23][cH:24][cH:25]2)[C:15]1=[O:17].